Dataset: the Open Reaction Database (ORD), a public repository of structured organic reaction records. Task: describe an organic reaction: reactants, conditions, products, and yield The reactants are CCOC(=O)COCCN1CCN2c3ccccc3Cc3ccccc3C2C1, CCO, [Na+], [OH-], O. Product: O=C(O)COCCN1CCN2c3ccccc3Cc3ccccc3C2C1. RXN SMILES: [CH2:4]1[N:5]([CH2:23][CH2:24][O:25][CH2:26][C:27](=[O:28])[O:29][CH2:30][CH3:31])[CH2:6][CH2:7][N:8]2[CH:9]1[c:10]1[c:11]([cH:19][cH:20][cH:21][cH:22]1)[CH2:12][c:13]1[c:14]2[cH:15][cH:16][cH:17][cH:18]1.[CH3:32][CH2:33][OH:34].[Na+:2].[OH-:1].[OH2:3]>>[CH2:4]1[N:5]([CH2:23][CH2:24][O:25][CH2:26][C:27](=[O:28])[OH:29])[CH2:6][CH2:7][N:8]2[CH:9]1[c:10]1[c:11]([cH:19][cH:20][cH:21][cH:22]1)[CH2:12][c:13]1[c:14]2[cH:15][cH:16][cH:17][cH:18]1. The reactants are CC(NC(Cc1ccc(-c2cc(Cl)ccc2Cl)cc1)C(=O)Nc1nnn[nH]1)C(=O)OC(C)(C)C, CC[SiH](CC)CC, ClCCl, O=C(O)C(F)(F)F. The product is CC(NC(Cc1ccc(-c2cc(Cl)ccc2Cl)cc1)C(=O)Nc1nnn[nH]1)C(=O)O. As a reaction SMILES: [C:1]([CH3:2])([CH3:3])([CH3:4])[O:5][C:6]([CH:7]([CH3:8])[NH:9][CH:10]([CH2:11][c:12]1[cH:13][cH:14][c:15](-[c:18]2[c:19]([Cl:25])[cH:20][cH:21][c:22]([Cl:24])[cH:23]2)[cH:16][cH:17]1)[C:26]([NH:27][c:28]1[n:29][n:30][n:31][nH:32]1)=[O:33])=[O:34].[CH2:42]([SiH:43]([CH2:44][CH3:45])[CH2:46][CH3:47])[CH3:48].[Cl:49][CH2:50][Cl:51].[F:35][C:36]([F:37])([F:38])[C:39]([OH:40])=[O:41]>>[O:5]=[C:6]([CH:7]([CH3:8])[NH:9][CH:10]([CH2:11][c:12]1[cH:13][cH:14][c:15](-[c:18]2[c:19]([Cl:25])[cH:20][cH:21][c:22]([Cl:24])[cH:23]2)[cH:16][cH:17]1)[C:26]([NH:27][c:28]1[n:29][n:30][n:31][nH:32]1)=[O:33])[OH:34]. Starting materials: O=C([O-])[O-], CCO, CO, Cl, [K+], [K+], NO, O=C(O)CCC(=O)c1ccc(-n2cccn2)cc1, O. The product is O=C(O)CCC(=NO)c1ccc(-n2cccn2)cc1. As a reaction SMILES: [C:19](=[O:20])([O-:21])[O-:22].[CH3:28][CH2:29][OH:30].[CH3:32][OH:33].[ClH:25].[K+:23].[K+:24].[NH2:26][OH:27].[O:1]=[C:2]([CH2:3][CH2:4][C:5](=[O:6])[OH:7])[c:8]1[cH:9][cH:10][c:11](-[n:14]2[n:15][cH:16][cH:17][cH:18]2)[cH:12][cH:13]1.[OH2:31]>>[C:2]([CH2:3][CH2:4][C:5](=[O:6])[OH:7])([c:8]1[cH:9][cH:10][c:11](-[n:14]2[n:15][cH:16][cH:17][cH:18]2)[cH:12][cH:13]1)=[N:26][OH:27].